The task is: describe an organic reaction: reactants, conditions, products, and yield. This data is from the Open Reaction Database (ORD), a public repository of structured organic reaction records. Starting materials: P(=O)([O-])([O-])[O-].[K+].[K+].[K+] (tripotassium phosphate), CC1(OCC2=C(O1)C=CC(=C2)[C@@H]2CN(C(O2)=O)CCCCCCOCCOCC2=CC(=CC=C2)I)C ((5R)-5-(2,2-dimethyl-4H-1,3-benzodioxin-6-yl)-3-{6-[2-{[(3-iodophenyl)methyl]oxy}ethoxy]hexyl}-1,3-oxazolidin-2-one). Reagents/catalysts: Cl[Pd]([P](C1=CC=CC=C1)(C2=CC=CC=C2)C3=CC=CC=C3)([P](C4=CC=CC=C4)(C5=CC=CC=C5)C6=CC=CC=C6)Cl (dichlorobis(triphenylphosphine)palladium(II)). The solvent is COCOC (dimethoxymethane), O (water). The product is CC1(OCC2=C(O1)C=CC(=C2)[C@@H]2CN(C(O2)=O)CCCCCCOCCOCC=2C=C(C=CC2)C2=CC(=CC=C2)O)C ((5R)-5-(2,2-Dimethyl-4H-1,3-benzodioxin-6-yl)-3-{6-[2-{[(3′-hydroxy-1,1′-biphenyl-3-yl)methyl]oxy}ethoxy]hexyl}-1,3-oxazolidin-2-one). Isolated yield 91.8%. Reaction SMILES: [CH3:1][C:2]1([CH3:36])[O:7][C:6]2[CH:8]=[CH:9][C:10]([C@H:12]3[O:16][C:15](=[O:17])[N:14]([CH2:18][CH2:19][CH2:20][CH2:21][CH2:22][CH2:23][O:24][CH2:25][CH2:26][O:27][CH2:28][C:29]4[CH:34]=[CH:33][CH:32]=[C:31](I)[CH:30]=4)[CH2:13]3)=[CH:11][C:5]=2[CH2:4][O:3]1.P([O-])([O-])([O-])=O.[K+].[K+].[K+]>COCOC.O.Cl[Pd](Cl)([P](C1C=CC=CC=1)(C1C=CC=CC=1)C1C=CC=CC=1)[P](C1C=CC=CC=1)(C1C=CC=CC=1)C1C=CC=CC=1>[CH3:1][C:2]1([CH3:36])[O:7][C:6]2[CH:8]=[CH:9][C:10]([C@H:12]3[O:16][C:15](=[O:17])[N:14]([CH2:18][CH2:19][CH2:20][CH2:21][CH2:22][CH2:23][O:24][CH2:25][CH2:26][O:27][CH2:28][C:29]4[CH:30]=[C:31]([C:11]5[CH:10]=[CH:9][CH:8]=[C:6]([OH:7])[CH:5]=5)[CH:32]=[CH:33][CH:34]=4)[CH2:13]3)=[CH:11][C:5]=2[CH2:4][O:3]1 |f:1.2.3.4,^1:53,72|. Reported procedure: A stirred mixture of (5R)-5-(2,2-dimethyl-4H-1,3-benzodioxin-6-yl)-3-{6-[2-{[(3-iodophenyl)methyl]oxy}ethoxy]hexyl}-1,3-oxazolidin-2-one (300 mg), 3-hydroxphenylboronic add (102 mg), tripotassium phosphate (417 mg) and dichlorobis(triphenylphosphine)palladium(II) (100 mg) in dimethoxymethane (10 ml) under nitrogen was heated under reflux for 4 h. The mixture was cooled to 20° and diluted with water (50 ml). The mixture was extracted with EtOAc (2×25 ml) and the combined extracts washed with wate... Starting materials: O1C(OCC1)CBr ((1,3-dioxolan-2-yl)methylbromide), [H-].[Na+] (sodium hydride), CN(C=O)C (dimethylformamide), IC1=CC=C(C=C1)O (4-iodophenol), CN(C=O)C (dimethylformamide). Solvent: O (water). Conditions: time 3 hour. Product: O1C(OCC1)COC1=CC=C(C=C1)I (1-[(1,3-Dioxolan-2-yl)methyloxy]-4-iodobenzene). Isolated yield 46.5%. RXN SMILES: [H-].[Na+].CN(C)C=O.[I:8][C:9]1[CH:14]=[CH:13][C:12]([OH:15])=[CH:11][CH:10]=1.[O:16]1[CH2:20][CH2:19][O:18][CH:17]1[CH2:21]Br>O>[O:16]1[CH2:20][CH2:19][O:18][CH:17]1[CH2:21][O:15][C:12]1[CH:13]=[CH:14][C:9]([I:8])=[CH:10][CH:11]=1 |f:0.1|. Procedure details: A suspension of 65% sodium hydride (9.3 g)/dimethylformamide (100 ml) was ice-cooled, followed by the addition of 4-iodophenol (50.5 g)/dimethylformamide (200 ml) solution, and the mixture was stirred for 3 hr. To the mixture solution was added (1,3-dioxolan-2-yl)methylbromide (46.0 g), and the mixture was reacted at 60° C. for 1 day. The reaction solution was poured into water, and extracted with ethyl acetate. The resulting organic layer was washed with water and brine, and then dried (over ma... Procedure details: To the solution of 5-(8-Carbamoyl-5,6,7,8-tetrahydro-[1,8]naphthyridin-3-yl)-nicotinic acid (100 mg, 0.33 mmol) in 12 mL of toluene/MeOH 3:1 mixture is added 2.0 M trimethylsilyl-diazomethane (0.20 mL, 0.40 mmol) under N2 atmosphere. The reaction solution is stirred at room temperature for 16 hrs. The solvents are removed in vacuo and the residue is purified by preparative HPLC to give 33 mg of the titled product. Reactants: C(N)(=O)N1CCCC=2C=C(C=NC12)C=1C=NC=C(C(=O)O)C1 (5-(8-Carbamoyl-5,6,7,8-tetrahydro-[1,8]naphthyridin-3-yl)-nicotinic acid), C[Si](C)(C)C=[N+]=[N-] (trimethylsilyl-diazomethane). Run in C1(=CC=CC=C1)C.CO (toluene MeOH). Run at time 16 hour. RXN SMILES: [C:1]([N:4]1[C:13]2[N:12]=[CH:11][C:10]([C:14]3[CH:15]=[N:16][CH:17]=[C:18]([CH:22]=3)[C:19]([OH:21])=[O:20])=[CH:9][C:8]=2[CH2:7][CH2:6][CH2:5]1)(=[O:3])[NH2:2].[CH3:23][Si](C=[N+]=[N-])(C)C>C1(C)C=CC=CC=1.CO>[CH3:23][O:20][C:19](=[O:21])[C:18]1[CH:22]=[C:14]([C:10]2[CH:11]=[N:12][C:13]3[N:4]([C:1](=[O:3])[NH2:2])[CH2:5][CH2:6][CH2:7][C:8]=3[CH:9]=2)[CH:15]=[N:16][CH:17]=1 |f:2.3|. Yield: 32.0%. The product is COC(C1=CN=CC(=C1)C=1C=NC=2N(CCCC2C1)C(N)=O)=O (5-(8-Carbamoyl-5,6,7,8-tetrahydro-[1,8]naphthyridin-3-yl)-nicotinic acid methyl ester). The reactants are BrCCCCCCCCC=C (10-bromodec-1-ene), [Mg] (magnesium), COC[NH-] (methoxymethyl amide), C(CCCCCC=C)(=O)O (oct-7-enoic acid). Run in C(C)OCC (diethyl ether), C(C)OCC (diethyl ether). Conditions: time 1 hour. The product is C=CCCCCCC(CCCCCCCCC=C)=O (octadeca-1,17-dien-8-one). RXN SMILES: Br[CH2:2][CH2:3][CH2:4][CH2:5][CH2:6][CH2:7][CH2:8][CH2:9][CH:10]=[CH2:11].[Mg].C[O:14]C[NH-].[C:17](O)(=O)[CH2:18][CH2:19][CH2:20][CH2:21][CH2:22][CH:23]=[CH2:24]>C(OCC)C>[CH2:11]=[CH:10][CH2:9][CH2:8][CH2:7][CH2:6][CH2:5][C:4](=[O:14])[CH2:3][CH2:2][CH2:24][CH2:23][CH2:22][CH2:21][CH2:20][CH2:19][CH:18]=[CH2:17]. Procedure: A Grignard solution was prepared under nitrogen from 2.15 g (8.53 mmol) of 10-bromodec-1-ene and 249 mg (10.22 mmol) of magnesium powder in 20 mL of diethyl ether. The fresh Grignard solution was slowly added dropwise under a N2 atmosphere at 0° C. to a solution of 790 mg (4.26 mmol) of the methoxymethyl amide of oct-7-enoic acid and 10 mL of diethyl ether. Stirring was then continued at 20° C. for one hour. The charge was carefully quenched with Na4Cl solution and then extracted twice with diet... Starting materials: B, C1CCOC1, CO, C1CCOC1, O=C(O)c1ccc(Oc2ccccc2)cc1C(F)(F)F. Product: OCc1ccc(Oc2ccccc2)cc1C(F)(F)F. As a reaction SMILES: [BH3:26].[CH2:29]1[O:30][CH2:31][CH2:32][CH2:33]1.[CH3:27][OH:28].[O:21]1[CH2:22][CH2:23][CH2:24][CH2:25]1.[c:1]1([O:7][c:8]2[cH:9][c:10]([C:17]([F:18])([F:19])[F:20])[c:11]([C:12](=[O:13])[OH:14])[cH:15][cH:16]2)[cH:2][cH:3][cH:4][cH:5][cH:6]1>>[c:1]1([O:7][c:8]2[cH:9][c:10]([C:17]([F:18])([F:19])[F:20])[c:11]([CH2:12][OH:13])[cH:15][cH:16]2)[cH:2][cH:3][cH:4][cH:5][cH:6]1. Starting materials: FOC(F)(C(F)CC=CCBr)C(F)(F)F, CCO, NC(N)=S, [Na+], [OH-], O. Product: FOC(F)(C(F)CC=CCS)C(F)(F)F. Reaction SMILES: [Br:1][CH2:2][CH:3]=[CH:4][CH2:5][CH:6]([C:7]([O:8][F:9])([C:10]([F:11])([F:12])[F:13])[F:14])[F:15].[CH3:22][CH2:23][OH:24].[NH2:16][C:17]([NH2:18])=[S:19].[Na+:21].[OH-:20].[OH2:25]>>[CH2:2]([CH:3]=[CH:4][CH2:5][CH:6]([C:7]([O:8][F:9])([C:10]([F:11])([F:12])[F:13])[F:14])[F:15])[SH:19]. Starting materials: CN1N=C(C(=C1N1N=CC(=C1C(=O)OCC)C(=O)OCC)[N+](=O)[O-])C (1-(1,3-dimethyl-4-nitro-1H-pyrazol-5-yl)-1H-pyrazole-4,5-dicarboxylic acid, diethyl ester), [H][H] (hydrogen). Reagents/catalysts: [C].[Pd] (palladium-carbon). The solvent is C(C)(=O)O (acetic acid). Yields the product OC=1C=2N(C3=C(N1)C(=NN3C)C)N=CC2C(=O)OCC (5-Hydroxy-1,3-dimethyl-1H-dipyrazolo[1,5-a:4',3'-e]pyrazine-6-carboxylic acid, ethyl ester). Reaction SMILES: [CH3:1][N:2]1[C:6]([N:7]2[C:11]([C:12](OCC)=[O:13])=[C:10]([C:17]([O:19][CH2:20][CH3:21])=[O:18])[CH:9]=[N:8]2)=[C:5]([N+:22]([O-])=O)[C:4]([CH3:25])=[N:3]1.[H][H]>[C].[Pd].C(O)(=O)C>[OH:13][C:12]1[C:11]2[N:7]([N:8]=[CH:9][C:10]=2[C:17]([O:19][CH2:20][CH3:21])=[O:18])[C:6]2[N:2]([CH3:1])[N:3]=[C:4]([CH3:25])[C:5]=2[N:22]=1 |f:2.3|. Reported procedure: 50 gms. of 1-(1,3-dimethyl-4-nitro-1H-pyrazol-5-yl)-1H-pyrazole-4,5-dicarboxylic acid, diethyl ester, are hydrogenated with 0.2 gms. of palladium-carbon in 100 ml. of glacial acetic acid at 60° until the uptake of hydrogen stops. On cooling, the product, 5-hydroxy-1,3-dimethyl-1H-dipyrazolo[1,5-a:4',3'-e]pyrazine-6-carboxylic acid, ethyl ester, crystallizes in the form of white filamentous needles. On evaporating the solvent, the product is recrystallized from dimethylformamide, yield 22 gms. of... The reactants are CON=Cc1ccc(OCCN2CCCC2)c(O)c1, CCO, Cl. The product is NCc1ccc(OCCN2CCCC2)c(O)c1. As a reaction SMILES: [CH3:1][O:2][N:3]=[CH:4][c:5]1[cH:6][c:7]([OH:19])[c:8]([O:11][CH2:12][CH2:13][N:14]2[CH2:15][CH2:16][CH2:17][CH2:18]2)[cH:9][cH:10]1.[CH3:21][CH2:22][OH:23].[ClH:20]>>[NH2:3][CH2:4][c:5]1[cH:6][c:7]([OH:19])[c:8]([O:11][CH2:12][CH2:13][N:14]2[CH2:15][CH2:16][CH2:17][CH2:18]2)[cH:9][cH:10]1. Starting materials: CS(=O)(=O)C1=CC=C(C=C1)C=1C=2N(C=CC1)N=C(N2)N (8-(4-methanesulfonyl-phenyl)-[1,2,4]triazolo[1,5-a]pyridin-2-ylamine), BrC=1C=C(C=CC1)N1CCC(CC1)N1CCOCC1 (4-[1-(3-bromo-phenyl)-piperidin-4-yl]-morpholine), C1(CCCCC1)P(C1=C(C=CC=C1)C1=C(C=CC=C1)P(C1CCCCC1)C1CCCCC1)C1CCCCC1 (2,2′-bis-dicyclohexylphosphanyl-biphenyl). The product is CS(=O)(=O)C1=CC=C(C=C1)C=1C=2N(C=CC1)N=C(N2)NC2=CC(=CC=C2)N2CCC(CC2)N2CCOCC2 ([8-(4-Methanesulfonyl-phenyl)-[1,2,4]triazolo[1,5-a]pyridin-2-yl]-[3-(4-morpholin-4-yl-piperidin-1-yl)-phenyl]-amine), solid. Isolated yield 25.0%. Reaction SMILES: [CH3:1][S:2]([C:5]1[CH:10]=[CH:9][C:8]([C:11]2[C:12]3[N:13]([N:17]=[C:18]([NH2:20])[N:19]=3)[CH:14]=[CH:15][CH:16]=2)=[CH:7][CH:6]=1)(=[O:4])=[O:3].Br[C:22]1[CH:23]=[C:24]([N:28]2[CH2:33][CH2:32][CH:31]([N:34]3[CH2:39][CH2:38][O:37][CH2:36][CH2:35]3)[CH2:30][CH2:29]2)[CH:25]=[CH:26][CH:27]=1.C1(P(C2CCCCC2)C2C=CC=CC=2C2C=CC=CC=2P(C2CCCCC2)C2CCCCC2)CCCCC1>>[CH3:1][S:2]([C:5]1[CH:10]=[CH:9][C:8]([C:11]2[C:12]3[N:13]([N:17]=[C:18]([NH:20][C:26]4[CH:27]=[CH:22][CH:23]=[C:24]([N:28]5[CH2:29][CH2:30][CH:31]([N:34]6[CH2:35][CH2:36][O:37][CH2:38][CH2:39]6)[CH2:32][CH2:33]5)[CH:25]=4)[N:19]=3)[CH:14]=[CH:15][CH:16]=2)=[CH:7][CH:6]=1)(=[O:3])=[O:4]. Procedure details: [8-(4-Methanesulfonyl-phenyl)-[1,2,4]triazolo[1,5-a]pyridin-2-yl]-[3-(4-morpholin-4-yl-piperidin-1-yl)-phenyl]-amine was prepared from 8-(4-methanesulfonyl-phenyl)-[1,2,4]triazolo[1,5-a]pyridin-2-ylamine (75.0 mg, 0.260 mmol) and 4-[1-(3-bromo-phenyl)-piperidin-4-yl]-morpholine (100.0 mg, 0.3075 mmol) with 2,2′-bis-dicyclohexylphosphanyl-biphenyl (30.0 mg, 0.0549 mmol) as the ligand in a manner analogous to Step 2d. The title compound was isolated as a yellow solid (0.035 g, 25%). MP=230-236° C....